Dataset: the Open Reaction Database (ORD), a public repository of structured organic reaction records. Task: describe an organic reaction: reactants, conditions, products, and yield The reactants are OCCNC(C(=O)N)=O (N-(2-hydroxyethyl)oxalamide), Cl.N[C@@H]1[C@H](COC1)O ((3R,4S)-4-aminotetrahydrofuran-3-ol hydrochloride). Solvent: C(C)N(CC)CC (triethylamine). Yields the product O[C@@H]1[C@H](COC1)NC(C(=O)N)=O (N-((3S,4R)-4-Hydroxytetrahydrofuran-3-yl)oxalamide). Isolated yield 65.0%. RXN SMILES: [OH:1][CH2:2][CH2:3][NH:4][C:5](=[O:9])[C:6]([NH2:8])=[O:7].Cl.N[C@H]1[CH2:16][O:15][CH2:14][C@@H]1O>C(N(CC)CC)C>[OH:1][C@H:2]1[CH2:16][O:15][CH2:14][C@@H:3]1[NH:4][C:5](=[O:9])[C:6]([NH2:8])=[O:7] |f:1.2|. Reported procedure: Prepared as in Intermediate 3, using (3R,4S)-4-aminotetrahydrofuran-3-ol hydrochloride [Schaus et al, J. Org. Chem., 62, 4197 (1997)] and triethylamine, to give the title compound as a pale brown powder (1.13 g, 65% ); NMR [(CD3)2SO] 3.45–3.56 (2H, m), 3.84–3.94 (2H, m), 3.98–4.01 (1H, m), 4.19–4.24 (1H, m), 5.24 (1H, t), 7.79 (1H, br s), 8.06 (1H, br s), and 8.66 (1H, d). Reactants: CS(C)=O, NC(=O)Nc1cc(Cl)ccc1O, CC(C)(C)OC(=O)N1CCC(C(=O)CCl)CC1, [K+], [K+], O=C([O-])[O-]. Yields the product CC(C)(C)OC(=O)N1CCC(C(=O)COc2ccc(Cl)cc2NC(N)=O)CC1. RXN SMILES: [CH3:36][S:37]([CH3:38])=[O:39].[Cl:18][c:19]1[cH:20][cH:21][c:22]([OH:29])[c:23]([NH:25][C:26](=[O:27])[NH2:28])[cH:24]1.[Cl:1][CH2:2][C:3](=[O:4])[CH:5]1[CH2:6][CH2:7][N:8]([C:11](=[O:12])[O:13][C:14]([CH3:15])([CH3:16])[CH3:17])[CH2:9][CH2:10]1.[K+:30].[K+:31].[O-:32][C:33]([O-:34])=[O:35]>>[CH2:2]([C:3](=[O:4])[CH:5]1[CH2:6][CH2:7][N:8]([C:11](=[O:12])[O:13][C:14]([CH3:15])([CH3:16])[CH3:17])[CH2:9][CH2:10]1)[O:29][c:22]1[cH:21][cH:20][c:19]([Cl:18])[cH:24][c:23]1[NH:25][C:26](=[O:27])[NH2:28]. Procedure: To a suspension of 2-[(E)-2-(3-butyl-5-methyl-isoxazol-4-yl)-vinyl]-4-methyl-thiazole-5-carboxylic acid methyl ester (150 mg, 0.47 mmol) in THF (1.5 mL) was added a solution of lithium hydroxide monohydrate (39 mg, 0.93 mmol) in water (1.5 mL) followed by methanol (1 mL) and the resulting mixture stirred at room temperature for 1 h. The mixture was then evaporated to half volume and then acidified to pH 4 with HCl (1 N) and cooled to 0° C. for 30 min. A solid precipitated and was filtered off an... As a reaction SMILES: C[O:2][C:3]([C:5]1[S:9][C:8](/[CH:10]=[CH:11]/[C:12]2[C:13]([CH2:18][CH2:19][CH2:20][CH3:21])=[N:14][O:15][C:16]=2[CH3:17])=[N:7][C:6]=1[CH3:22])=[O:4].O.[OH-].[Li+].CO>C1COCC1.O>[CH2:18]([C:13]1[C:12](/[CH:11]=[CH:10]/[C:8]2[S:9][C:5]([C:3]([OH:4])=[O:2])=[C:6]([CH3:22])[N:7]=2)=[C:16]([CH3:17])[O:15][N:14]=1)[CH2:19][CH2:20][CH3:21] |f:1.2.3|. Isolated yield 90.3%. The product is C(CCC)C1=NOC(=C1/C=C/C=1SC(=C(N1)C)C(=O)O)C (2-[(E)-2-(3-Butyl-5-methyl-isoxazol-4-yl)-vinyl]-4-methyl-thiazole-5-carboxylic acid). The solvent is O (water), C1CCOC1 (THF). Run at time 1 hour. Reactants: O.[OH-].[Li+] (lithium hydroxide monohydrate), COC(=O)C1=C(N=C(S1)\C=C\C=1C(=NOC1C)CCCC)C (2-[(E)-2-(3-butyl-5-methyl-isoxazol-4-yl)-vinyl]-4-methyl-thiazole-5-carboxylic acid methyl ester), CO (methanol). The reactants are CCn1c(=O)n(-c2ccc(O)cc2)c2ncc(F)cc21, Cn1c(S(C)(=O)=O)nc2cccnc21, [H-], [Na+], CN(C)C=O, O. Product: CCn1c(=O)n(-c2ccc(Oc3nc4cccnc4n3C)cc2)c2ncc(F)cc21. As a reaction SMILES: [CH2:1]([CH3:2])[n:3]1[c:4](=[O:20])[n:5](-[c:13]2[cH:14][cH:15][c:16]([OH:19])[cH:17][cH:18]2)[c:6]2[n:7][cH:8][c:9]([F:12])[cH:10][c:11]12.[CH3:23][n:24]1[c:25]([S:33]([CH3:34])(=[O:35])=[O:36])[n:26][c:27]2[c:28]1[n:29][cH:30][cH:31][cH:32]2.[H-:21].[Na+:22].[O:38]=[CH:39][N:40]([CH3:41])[CH3:42].[OH2:37]>>[CH2:1]([CH3:2])[n:3]1[c:4](=[O:20])[n:5](-[c:13]2[cH:14][cH:15][c:16]([O:19][c:25]3[n:24]([CH3:23])[c:28]4[c:27]([n:26]3)[cH:32][cH:31][cH:30][n:29]4)[cH:17][cH:18]2)[c:6]2[n:7][cH:8][c:9]([F:12])[cH:10][c:11]12. Starting materials: C1(=CC=CC=C1)C(CCNC(C(F)(F)F)=O)(OC)C1=CC=CC=C1 (N-(3,3-diphenyl-3-methoxypropyl)-trifluoroacetamide), C(C=C)Br (allyl bromide), [OH-].[K+] (potassium hydroxide). Solvent: CC(=O)C (acetone). Conditions: time 5 minute. The product is C1(=CC=CC=C1)C(CCNCC=C)(OC)C1=CC=CC=C1 (1,1-diphenyl-1-methoxy-3-allylaminopropane). The yield is 93.0%. RXN SMILES: [C:1]1([C:7]([C:19]2[CH:24]=[CH:23][CH:22]=[CH:21][CH:20]=2)([O:17][CH3:18])[CH2:8][CH2:9][NH:10][C:11](=O)[C:12](F)(F)F)[CH:6]=[CH:5][CH:4]=[CH:3][CH:2]=1.[CH2:25](Br)C=C.[OH-].[K+]>CC(C)=O>[C:1]1([C:7]([C:19]2[CH:24]=[CH:23][CH:22]=[CH:21][CH:20]=2)([O:17][CH3:18])[CH2:8][CH2:9][NH:10][CH2:11][CH:12]=[CH2:25])[CH:6]=[CH:5][CH:4]=[CH:3][CH:2]=1 |f:2.3|. Procedure: 16.7 g. of N-(3,3-diphenyl-3-methoxypropyl)-trifluoroacetamide, prepared according to Example 4, and 24.2 g. of allyl bromide in 150 ml. of anhydrous acetone are heated to 50°C. and 11.2 g. of powdered potassium hydroxide are added. The mixture is then boiled for 5 minutes and the solvent is distilled off in vacuo. The residue is boiled for one hour with 100 ml. of water and 100 ml. of methanol and is worked up as in Example 4. 13.1 g. of 1,1-diphenyl-1-methoxy-3-allylaminopropane of melting poi...